From a dataset of the Open Reaction Database (ORD), a public repository of structured organic reaction records. describe an organic reaction: reactants, conditions, products, and yield Reactants: C1(CCCCC1)=O (Cyclohexanone), C(CC(=O)O)(=O)O (malonic acid), C(C)(=O)[O-].[NH4+] (ammonium acetate). The solvent is C(C)O (ethanol). The product is NC1(CCCCC1)CC(=O)O ((1-aminocyclohexyl) acetic acid). RXN SMILES: [C:1]1(=O)[CH2:6][CH2:5][CH2:4][CH2:3][CH2:2]1.[C:8]([OH:14])(=[O:13])[CH2:9]C(O)=O.C([O-])(=O)C.[NH4+:19]>C(O)C>[NH2:19][C:1]1([CH2:9][C:8]([OH:14])=[O:13])[CH2:6][CH2:5][CH2:4][CH2:3][CH2:2]1 |f:2.3|. Procedure: Cyclohexanone (49 g), malonic acid (52 g), and ammonium acetate (77 g) were heated at reflux for six hours in 95% ethanol (150 ml.). The solution was allowed to cool, the crude product (47 g) collected by filtration and recrystallised from 95% ethanol to yield (1-aminocyclohexyl) acetic acid [(40 g) m.p. 240° C.: (found C, 61.0; H, 9.7; N, 8.9; C8H15NO2 requires C, 61:1; H, 9.6; N, 8.9%) n.m.r. δppm (D2O) 1.5-1.8 (b.s., 10H), 2.5 (s, 2H), i.r.νmax (mull) 2150 cm-1 (s, -NH3(+) overtone), 1610 and... Reactants: CCCC[N+](CCCC)(CCCC)CCCC, CCOC(C)=O, C[Si](C)(C)CCOCC(Oc1nc2cc(Cl)c(Cl)cc2[nH]1)C1(c2ccc(-c3cccc(C#N)c3)cc2)CCN(S(C)(=O)=O)CC1, [F-], C1CCOC1. The product is CS(=O)(=O)N1CCC(COc2nc3cc(Cl)c(Cl)cc3[nH]2)(c2ccc(-c3cccc(C#N)c3)cc2)CC1. As a reaction SMILES: [CH3:47][CH2:48][CH2:49][CH2:50][N+:51]([CH2:52][CH2:53][CH2:54][CH3:55])([CH2:56][CH2:57][CH2:58][CH3:59])[CH2:60][CH2:61][CH2:62][CH3:63].[CH3:69][CH2:70][O:71][C:72](=[O:73])[CH3:74].[Cl:1][c:2]1[cH:3][c:4]2[c:5]([nH:6][c:7]([O:9][CH:10]([CH2:11][O:12][CH2:13][CH2:14][Si:15]([CH3:16])([CH3:17])[CH3:18])[C:19]3([c:29]4[cH:30][cH:31][c:32](-[c:35]5[cH:36][c:37]([C:41]#[N:42])[cH:38][cH:39][cH:40]5)[cH:33][cH:34]4)[CH2:20][CH2:21][N:22]([S:25](=[O:26])(=[O:27])[CH3:28])[CH2:23][CH2:24]3)[n:8]2)[cH:43][c:44]1[Cl:45].[F-:46].[O:64]1[CH2:65][CH2:66][CH2:67][CH2:68]1>>[Cl:1][c:2]1[cH:3][c:4]2[c:5]([nH:6][c:7]([O:9][CH2:10][C:19]3([c:29]4[cH:30][cH:31][c:32](-[c:35]5[cH:36][c:37]([C:41]#[N:42])[cH:38][cH:39][cH:40]5)[cH:33][cH:34]4)[CH2:20][CH2:21][N:22]([S:25](=[O:26])(=[O:27])[CH3:28])[CH2:23][CH2:24]3)[n:8]2)[cH:43][c:44]1[Cl:45]. Procedure details: 78 mg (10% mass equivalent) of 10% palladium-on-charcoal are added to a solution of 780 mg (1.4 mmol) of methyl(E)-3-(2-benzyloxy-4-{(E)-3-[4-(butane-1-sulfonyloxy)-3-methoxyphenyl]propenyl}phenyl)acrylate in 8 ml of methanol. The reaction mixture is placed under an atmospheric pressure of hydrogen at room temperature for 16 hours and then filtered through Celite and rinsed with dichloromethane. The solvents are evaporated off and the residue is then purified by chromatography on a column of sil... Reaction SMILES: C([O:8][C:9]1[CH:14]=[C:13](/[CH:15]=[CH:16]/[CH2:17][C:18]2[CH:23]=[CH:22][C:21]([O:24][S:25]([CH2:28][CH2:29][CH2:30][CH3:31])(=[O:27])=[O:26])=[C:20]([O:32][CH3:33])[CH:19]=2)[CH:12]=[CH:11][C:10]=1/[CH:34]=[CH:35]/[C:36]([O:38][CH3:39])=[O:37])C1C=CC=CC=1.[H][H]>CO.[Pd]>[CH2:28]([S:25]([O:24][C:21]1[CH:22]=[CH:23][C:18]([CH2:17][CH2:16][CH2:15][C:13]2[CH:12]=[CH:11][C:10]([CH2:34][CH2:35][C:36]([O:38][CH3:39])=[O:37])=[C:9]([OH:8])[CH:14]=2)=[CH:19][C:20]=1[O:32][CH3:33])(=[O:27])=[O:26])[CH2:29][CH2:30][CH3:31]. The solvent is CO (methanol). Yield: 93.8%. Product: C(CCC)S(=O)(=O)OC1=C(C=C(C=C1)CCCC1=CC(=C(C=C1)CCC(=O)OC)O)OC (methyl 3-(4-{3-[4-(butane-1-sulfonyloxy)-3-methoxyphenyl]propyl}-2-hydroxyphenyl)propanoate). Reagents/catalysts: [Pd] (palladium-on-charcoal). Starting materials: C(C1=CC=CC=C1)OC1=C(C=CC(=C1)\C=C\CC1=CC(=C(C=C1)OS(=O)(=O)CCCC)OC)/C=C/C(=O)OC (methyl(E)-3-(2-benzyloxy-4-{(E)-3-[4-(butane-1-sulfonyloxy)-3-methoxyphenyl]propenyl}phenyl)acrylate), [H][H] (hydrogen).